describe an organic reaction: reactants, conditions, products, and yield From a dataset of the Open Reaction Database (ORD), a public repository of structured organic reaction records. The reactants are CC=1N=C(NC1C=1C=NC=CC1)C1=C(C=CC=C1)[N+](=O)[O-] (4-methyl-2-(2-nitrophenyl)-5-(3-pyridyl)imidazole), [H][H] (hydrogen). The reagents and catalysts are [Pd] (palladium on carbon). The solvent is O1CCCC1 (tetrahydrofuran), CO (methanol). Product: NC1=C(C=CC=C1)C=1NC(=C(N1)C)C=1C=NC=CC1 (2-(2-aminophenyl)-4-methyl-5-(3-pyridyl)imidazole). Yield: 94.7%. Reaction SMILES: [CH3:1][C:2]1[N:3]=[C:4]([C:13]2[CH:18]=[CH:17][CH:16]=[CH:15][C:14]=2[N+:19]([O-])=O)[NH:5][C:6]=1[C:7]1[CH:8]=[N:9][CH:10]=[CH:11][CH:12]=1.[H][H]>[Pd].O1CCCC1.CO>[NH2:19][C:14]1[CH:15]=[CH:16][CH:17]=[CH:18][C:13]=1[C:4]1[NH:5][C:6]([C:7]2[CH:8]=[N:9][CH:10]=[CH:11][CH:12]=2)=[C:2]([CH3:1])[N:3]=1. Procedure: A mixture of 4-methyl-2-(2-nitrophenyl)-5-(3-pyridyl)imidazole (4.99 g) and 10% palladium on carbon (1.0 g) in a mixture of tetrahydrofuran (150 ml) and methanol (150 ml) was hydrogenated at ambient temperature under atmospheric pressure of hydrogen gas. After removal of the catalyst by filtration, the filtrate was evaporated under reduced pressure. The residue was recrystallized from ethanol to give 2-(2-aminophenyl)-4-methyl-5-(3-pyridyl)imidazole (4.22 g). The reactants are CC(=CCOC1=CC=C2CCCOC2=C1)CCC=C(CC(C)C)C (7-(3,7,9-trimethyl-2,6-decadienyloxy)-chromane), C(C)(=O)OO (peracetic acid). Yields the product O1C(CCC(=CCOC2=CC=C3CCCOC3=C2)C)C1(CC(C)C)C (7-(6,7-epoxy-3,7,9-trimethyl-2-decenyloxy)-chromane). As a reaction SMILES: [CH3:1][C:2]([CH2:16][CH2:17][CH:18]=[C:19]([CH3:24])[CH2:20][CH:21]([CH3:23])[CH3:22])=[CH:3][CH2:4][O:5][C:6]1[CH:15]=[C:14]2[C:9]([CH2:10][CH2:11][CH2:12][O:13]2)=[CH:8][CH:7]=1.C(OO)(=[O:27])C>>[O:27]1[C:19]([CH3:24])([CH2:20][CH:21]([CH3:22])[CH3:23])[CH:18]1[CH2:17][CH2:16][C:2]([CH3:1])=[CH:3][CH2:4][O:5][C:6]1[CH:15]=[C:14]2[C:9]([CH2:10][CH2:11][CH2:12][O:13]2)=[CH:8][CH:7]=1. Procedure: Following the procedure of Example 17, 7-(3,7,9-trimethyl-2,6-decadienyloxy)-chromane and peracetic acid are reacted to form 7-(6,7-epoxy-3,7,9-trimethyl-2-decenyloxy)-chromane, nD20 = 1.5256. The reactants are BrC1=CC=C(S1)C1=NC(=NC=C1)SC (4-(5-Bromo-thiophen-2-yl)-2-methylsulfanyl-pyrimidine), C1=CC(=CC(=C1)Cl)C(=O)OO (mCPBA). Solvent: C(Cl)Cl (DCM). Product: BrC1=CC=C(S1)C1=NC(=NC=C1)S(=O)C (4-(5-Bromo-thiophen-2-yl)-2-methanesulfinyl-pyrimidine). As a reaction SMILES: [Br:1][C:2]1[S:6][C:5]([C:7]2[CH:12]=[CH:11][N:10]=[C:9]([S:13][CH3:14])[N:8]=2)=[CH:4][CH:3]=1.C1C=C(Cl)C=C(C(OO)=[O:23])C=1>C(Cl)Cl>[Br:1][C:2]1[S:6][C:5]([C:7]2[CH:12]=[CH:11][N:10]=[C:9]([S:13]([CH3:14])=[O:23])[N:8]=2)=[CH:4][CH:3]=1. Reported procedure: 4-(5-Bromo-thiophen-2-yl)-2-methylsulfanyl-pyrimidine (144 mg, 0.5 mmol) was dissolved in DCM (5 ml) and treated at 0° C. with mCPBA (content 70%, 112 mg, 0.65 mmol) for 15 minutes. The reaction mixture was washed with 2N-solution of sodium carbonate, the organic phase dried over sodium sulfate, filtered and evaporated to dryness and purified via chromatography on silicagel (acetone/hexanes:20/80 to 40/60) to give the title compound as white crystals. Yield: 120 mg (80%). The reactants are BrC1=CSC2=C(N=CC=C21)CSC=2NC1=C(N2)C=CC=C1 (2-[(3-bromothieno[2,3-c]pyridin-7-yl)methylthio]benzimidazole), C1=CC(=CC(=C1)Cl)C(=O)OO (m-CPBA), S(=O)([O-])[O-].[Na+].[Na+] (sodium sulfite), C(=O)(O)[O-].[Na+] (NaHCO3). Run in C(Cl)(Cl)Cl (CHCl3), CO (MeOH). Run at time 1 hour. Product: BrC1=CSC2=C(N=CC=C21)CS(=O)C=2NC1=C(N2)C=CC=C1 (2-[(3-bromothieno[2, 3-c]pyridin-7-yl)methylsulfinyl]benzimidazole). The yield is 65.1%. Reaction SMILES: [Br:1][C:2]1[C:10]2[C:5](=[C:6]([CH2:11][S:12][C:13]3[NH:14][C:15]4[CH:21]=[CH:20][CH:19]=[CH:18][C:16]=4[N:17]=3)[N:7]=[CH:8][CH:9]=2)[S:4][CH:3]=1.C1C=C(Cl)C=C(C(OO)=[O:30])C=1.S([O-])([O-])=O.[Na+].[Na+].C([O-])(O)=O.[Na+]>C(Cl)(Cl)Cl.CO>[Br:1][C:2]1[C:10]2[C:5](=[C:6]([CH2:11][S:12]([C:13]3[NH:17][C:16]4[CH:18]=[CH:19][CH:20]=[CH:21][C:15]=4[N:14]=3)=[O:30])[N:7]=[CH:8][CH:9]=2)[S:4][CH:3]=1 |f:2.3.4,5.6|. Reported procedure: To a solution of 90 mg (0.239 mmol) of 2-[(3-bromothieno[2,3-c]pyridin-7-yl)methylthio]benzimidazole (Ia-6) in 4 ml of CHCl3 and 1 ml of MeOH was added 52 mg (1.0 equivalent) of 80% m-CPBA at -20° C., and the mixture was stirred for 1 hr. at -20° C. When 10% aqueous sodium sulfite and saturated aqueous NaHCO3 were added to the mixture, crystals separated out and collected by filtration. The extract of the mother liquid with CHCl3 was combined with the crystals and subjected to silica gel column ... Reactants: OC[C@@H]1C(N[C@@H](C(N1)=O)CC1=CN(C2=CC=CC=C12)C)=O ((3R,6R)-3-hydroxymethyl-6-(1-methylindol-3-ylmethyl)-piperazine-2,5-dione), C(C)(=O)OC(C)=O (acetic anhydride). Run in N1=CC=CC=C1 (pyridine). Conditions: temperature 100 celsius. Yields the product C(C)(=O)OC[C@@H]1C(N[C@@H](C(N1)=O)CC1=CN(C2=CC=CC=C12)C)=O ((3R,6R)-3-acetoxymethyl-6-(1-methylindol-3-ylmethyl)piperazine-2,5-dione). Isolated yield 53.9%. Reaction SMILES: [OH:1][CH2:2][C@H:3]1[NH:8][C:7](=[O:9])[C@@H:6]([CH2:10][C:11]2[C:19]3[C:14](=[CH:15][CH:16]=[CH:17][CH:18]=3)[N:13]([CH3:20])[CH:12]=2)[NH:5][C:4]1=[O:21].[C:22](OC(=O)C)(=[O:24])[CH3:23]>N1C=CC=CC=1>[C:22]([O:1][CH2:2][C@H:3]1[NH:8][C:7](=[O:9])[C@@H:6]([CH2:10][C:11]2[C:19]3[C:14](=[CH:15][CH:16]=[CH:17][CH:18]=3)[N:13]([CH3:20])[CH:12]=2)[NH:5][C:4]1=[O:21])(=[O:24])[CH3:23]. Procedure details: A mixture of (3R,6R)-3-hydroxymethyl-6-(1-methylindol-3-ylmethyl)-piperazine-2,5-dione (0.10 g), dry pyridine (1.0 ml) and acetic anhydride (0.08 g) was heated at 100° C. for 1 hour. After the mixture was cooled to ambient temperature, the pricipitated mass was collected, washed with pyridine and then ethanol, and dried to give (3R,6R)-3-acetoxymethyl-6-(1-methylindol-3-ylmethyl)piperazine-2,5-dione (61.8 mg).